This data is from the Open Reaction Database (ORD), a public repository of structured organic reaction records. The task is: describe an organic reaction: reactants, conditions, products, and yield The reactants are ClC1=C2C(=NN=C1C1=CC=CC=C1)NN=C2C (4-chloro-3-methyl-5-phenyl-1H-pyrazolo[3,4-c]pyridazine), C1CC2CCC(C1)N2 (nortropane). Product: C12CC(CC(CC1)N2)N2N=C(C=1C2=NN=C(C1Cl)C1=CC=CC=C1)C ((8-azabicyclo[3.2.1]octan-3-yl]-4-chloro-3-methyl-5-phenyl-pyrazolo[3,4-c]pyridazine). RXN SMILES: [Cl:1][C:2]1[C:7]([C:8]2[CH:13]=[CH:12][CH:11]=[CH:10][CH:9]=2)=[N:6][N:5]=[C:4]2[NH:14][N:15]=[C:16]([CH3:17])[C:3]=12.[CH2:18]1[CH2:24][CH:23]2[NH:25][CH:20]([CH2:21][CH2:22]2)[CH2:19]1>>[CH:23]12[NH:25][CH:20]([CH2:21][CH2:22]1)[CH2:19][CH:18]([N:14]1[C:4]3=[N:5][N:6]=[C:7]([C:8]4[CH:13]=[CH:12][CH:11]=[CH:10][CH:9]=4)[C:2]([Cl:1])=[C:3]3[C:16]([CH3:17])=[N:15]1)[CH2:24]2. Procedure: Compound XIIIa was synthesized from 4-chloro-3-methyl-5-phenyl-1H-pyrazolo[3,4-c]pyridazine and nortropane following the general procedure for the Mitsunobu reaction described in Example 20.